describe an organic reaction: reactants, conditions, products, and yield From a dataset of the Open Reaction Database (ORD), a public repository of structured organic reaction records. Reactants: C1(=CC=CC=C1)CC(=O)Cl (phenylacetyl-chloride), CC(C(=O)OC)=NC1=C(C=CC=C1C)C (N-(methyl-methoxycarbonyl-methylene)-2,6-dimethyl aniline). The solvent is C1(=CC=CC=C1)C (toluene). Product: CC1=C(C(=CC=C1)C)N(C(CC1=CC=CC=C1)=O)C(=C)C(=O)OC (N-(2,6-dimethylphenyl)-N-(1'-carbomethoxyvinyl)-phenylacetamide). As a reaction SMILES: [C:1]1([CH2:7][C:8](Cl)=[O:9])[CH:6]=[CH:5][CH:4]=[CH:3][CH:2]=1.[CH3:11][C:12](=[N:17][C:18]1[C:23]([CH3:24])=[CH:22][CH:21]=[CH:20][C:19]=1[CH3:25])[C:13]([O:15][CH3:16])=[O:14]>C1(C)C=CC=CC=1>[CH3:24][C:23]1[CH:22]=[CH:21][CH:20]=[C:19]([CH3:25])[C:18]=1[N:17]([C:12]([C:13]([O:15][CH3:16])=[O:14])=[CH2:11])[C:8](=[O:9])[CH2:7][C:1]1[CH:6]=[CH:5][CH:4]=[CH:3][CH:2]=1. Procedure: 4.35 ml of phenylacetyl-chloride (0.033 mol) were added dropwise and at room temperature to a solution of 6.7 g (0.03 mol) of N-(methyl-methoxycarbonyl-methylene)-2,6-dimethyl aniline (prepared as described in example 12 and pure at 92%) in toluene (100 ml). The solvent is CCCCCC (hexane), O1CCCC1 (tetrahydrofuran), O (water). Reaction SMILES: C([Li])CCC.[CH2:6]([O:8][CH2:9][N:10]1[CH:14]=[CH:13][CH:12]=[N:11]1)[CH3:7].[Cl:15][C:16]1[C:23]([Cl:24])=[C:22]([O:25][CH3:26])[CH:21]=[CH:20][C:17]=1[CH:18]=[O:19].[Cl-].[NH4+]>CCCCCC.O1CCCC1.O>[CH2:6]([O:8][CH2:9][N:10]1[C:14]([CH:18]([OH:19])[C:17]2[CH:20]=[CH:21][C:22]([O:25][CH3:26])=[C:23]([Cl:24])[C:16]=2[Cl:15])=[CH:13][CH:12]=[N:11]1)[CH3:7] |f:3.4|. Reactants: C(CCC)[Li] (n-butyl lithium), C(C)OCN1N=CC=C1 (1-ethoxymethylpyrazole), ClC1=C(C=O)C=CC(=C1Cl)OC (2,3-dichloro-4-methoxybenzaldehyde), [Cl-].[NH4+] (ammonium chloride). Yield: 81.5%. Reaction conditions: time 1 hour. Procedure: 4.13 ml of 1.6M n-butyl lithium in hexane are added dropwise to a tetrahydrfuran solution of 0.76 g of 1-ethoxymethylpyrazole at -60° C. under argon gas atmosphere. the mixture is stirred at -63° to -50° C. for 1 hour. A solution of 1.23 g of 2,3-dichloro-4-methoxybenzaldehyde in tetrahydrofuran is added to the mixture, and the mixture is stirred at -50° C. to room temperature for 1 hour. An aqueous saturated ammonium chloride solution and water are added to the mixture under ice-cooling and the... Product: C(C)OCN1N=CC=C1C(C1=C(C(=C(C=C1)OC)Cl)Cl)O (α-(1-ethoxymethyl-5-pyrazolyl)-2,3-dichloro-4-methoxy-benzylalcohol). Reactants: C([O-])([O-])=O.[Na+].[Na+] (sodium carbonate), ClC1=CC=[N+](C=C1)[O-] (4-chloropyridine-N-oxide), FC(C1=CC=C(C=C1)B(O)O)(F)F (4-trifluoromethylphenylboronic acid). Reagents/catalysts: C=1C=CC(=CC1)[P](C=2C=CC=CC2)(C=3C=CC=CC3)[Pd]([P](C=4C=CC=CC4)(C=5C=CC=CC5)C=6C=CC=CC6)([P](C=7C=CC=CC7)(C=8C=CC=CC8)C=9C=CC=CC9)[P](C=1C=CC=CC1)(C=1C=CC=CC1)C=1C=CC=CC1 (tetrakis(triphenylphosphine)palladium). Solvent: COCCOC (1,2-dimethoxyethane). Conditions: temperature 100 celsius, time 15 hour. The product is FC(C1=CC=C(C=C1)C1=CC=[N+](C=C1)[O-])(F)F (4-(4-trifluoromethylphenyl)pyridine-N-oxide). Isolated yield 85.2%. As a reaction SMILES: Cl[C:2]1[CH:7]=[CH:6][N+:5]([O-:8])=[CH:4][CH:3]=1.[F:9][C:10]([F:21])([F:20])[C:11]1[CH:16]=[CH:15][C:14](B(O)O)=[CH:13][CH:12]=1.C(=O)([O-])[O-].[Na+].[Na+]>COCCOC.C1C=CC([P]([Pd]([P](C2C=CC=CC=2)(C2C=CC=CC=2)C2C=CC=CC=2)([P](C2C=CC=CC=2)(C2C=CC=CC=2)C2C=CC=CC=2)[P](C2C=CC=CC=2)(C2C=CC=CC=2)C2C=CC=CC=2)(C2C=CC=CC=2)C2C=CC=CC=2)=CC=1>[F:9][C:10]([F:21])([F:20])[C:11]1[CH:16]=[CH:15][C:14]([C:2]2[CH:7]=[CH:6][N+:5]([O-:8])=[CH:4][CH:3]=2)=[CH:13][CH:12]=1 |f:2.3.4,^1:37,39,58,77|. Procedure details: To a mixture of 4-chloropyridine-N-oxide (5.32 g, 41 mmol) and 4-trifluoromethylphenylboronic acid (9.36 g, 49.3 mmol) in anhydrous 1,2-dimethoxyethane (100 ml) was added tetrakis(triphenylphosphine)palladium (0) (1.5 g, 1.3 mmol) and saturated aqueous sodium carbonate solution (50 ml). Nitrogen was bubbled through the mixture for 5 minutes and the reaction was then heated with stirring at 100° C. for 15 hours under an atmosphere of nitrogen. The mixture was allowed to cool to room temperature a... The reactants are CCOC(=O)CCC(C#N)=C(c1ccc(OC)cc1)c1ccc(OC)cc1, [Na+], C1COCCO1, [OH-]. The product is COc1ccc(C(=C(C#N)CCC(=O)O)c2ccc(OC)cc2)cc1. As a reaction SMILES: [C:1](#[N:2])[C:3]([CH2:4][CH2:5][C:6](=[O:7])[O:8][CH2:9][CH3:10])=[C:11]([c:12]1[cH:13][cH:14][c:15]([O:18][CH3:19])[cH:16][cH:17]1)[c:20]1[cH:21][cH:22][c:23]([O:26][CH3:27])[cH:24][cH:25]1.[Na+:29].[O:30]1[CH2:31][CH2:32][O:33][CH2:34][CH2:35]1.[OH-:28]>>[C:1](#[N:2])[C:3]([CH2:4][CH2:5][C:6](=[O:7])[OH:8])=[C:11]([c:12]1[cH:13][cH:14][c:15]([O:18][CH3:19])[cH:16][cH:17]1)[c:20]1[cH:21][cH:22][c:23]([O:26][CH3:27])[cH:24][cH:25]1.